From a dataset of the Open Reaction Database (ORD), a public repository of structured organic reaction records. describe an organic reaction: reactants, conditions, products, and yield Starting materials: CCOC(=O)c1[nH]c(C)c(C(=O)c2ccccc2)c1C, CC(=O)O, [NH4+], O=[N+]([O-])[O-], C1CCOC1, O. The product is CCOC(=O)c1[nH]c(C=O)c(C(=O)c2ccccc2)c1C. Reaction SMILES: [CH2:1]([CH3:2])[O:3][C:4](=[O:5])[c:6]1[nH:7][c:8]([CH3:20])[c:9]([C:12]([c:13]2[cH:14][cH:15][cH:16][cH:17][cH:18]2)=[O:19])[c:10]1[CH3:11].[CH3:26][C:27](=[O:28])[OH:29].[NH4+:21].[O-:22][N+:23](=[O:24])[O-:25].[O:31]1[CH2:32][CH2:33][CH2:34][CH2:35]1.[OH2:30]>>[CH2:1]([CH3:2])[O:3][C:4](=[O:5])[c:6]1[nH:7][c:8]([CH:20]=[O:22])[c:9]([C:12]([c:13]2[cH:14][cH:15][cH:16][cH:17][cH:18]2)=[O:19])[c:10]1[CH3:11]. The reactants are [Cl-].[NH4+] (ammonium chloride), NC1=C(C=C(C(=O)C2=CC=CC=C2)C=C1)[N+](=O)[O-] (4-amino-3-nitrobenzophenone), COC1=CC=C(CCl)C=C1 (4-methoxybenzyl chloride), [H-].[Na+] (sodium hydride). The solvent is CN(C=O)C (N,N-dimethylformamide), C(C)(=O)OCC (ethyl acetate). Run at time 8 hour. Product: COC1=CC=C(CNC2=C(C=C(C(=O)C3=CC=CC=C3)C=C2)[N+](=O)[O-])C=C1 (4-(4-methoxybenzylamino)-3-nitrobenzophenone). Yield: 59.2%. As a reaction SMILES: [NH2:1][C:2]1[CH:15]=[CH:14][C:5]([C:6]([C:8]2[CH:13]=[CH:12][CH:11]=[CH:10][CH:9]=2)=[O:7])=[CH:4][C:3]=1[N+:16]([O-:18])=[O:17].[CH3:19][O:20][C:21]1[CH:28]=[CH:27][C:24]([CH2:25]Cl)=[CH:23][CH:22]=1.[H-].[Na+].[Cl-].[NH4+]>CN(C)C=O.C(OCC)(=O)C>[CH3:19][O:20][C:21]1[CH:28]=[CH:27][C:24]([CH2:25][NH:1][C:2]2[CH:15]=[CH:14][C:5]([C:6]([C:8]3[CH:13]=[CH:12][CH:11]=[CH:10][CH:9]=3)=[O:7])=[CH:4][C:3]=2[N+:16]([O-:18])=[O:17])=[CH:23][CH:22]=1 |f:2.3,4.5|. Reported procedure: To a solution of 2.20 g of 4-amino-3-nitrobenzophenone and 1.57 g of 4-methoxybenzyl chloride in 25 ml of N,N-dimethylformamide was added at room temperature 0.40 g of 60% dispersion of sodium hydride in mineral oil, and the mixture was stirred overnight. After addition of saturated ammonium chloride aqueous solution was completed, the reaction mixture diluted with ethyl acetate was washed with brine. Removal of the solvent under reduced pressure gave the crude product, which was chromatographed... Starting materials: CC(C)(C)OC(=O)NC1CCN(NC(=O)OC(C)(C)C)C1=O, CO, CCOC(C)=O, Cl. Reaction SMILES: [C:1]([O:2][C:3](=[O:4])[NH:8][N:9]1[C:10](=[O:22])[CH:11]([NH:14][C:15](=[O:16])[O:17][C:18]([CH3:19])([CH3:20])[CH3:21])[CH2:12][CH2:13]1)([CH3:5])([CH3:6])[CH3:7].[CH3:24][OH:25].[CH3:26][CH2:27][O:28][C:29](=[O:30])[CH3:31].[ClH:23]>>[NH2:8][N:9]1[C:10](=[O:22])[CH:11]([NH:14][C:15](=[O:16])[O:17][C:18]([CH3:19])([CH3:20])[CH3:21])[CH2:12][CH2:13]1. Yields the product CC(C)(C)OC(=O)NC1CCN(N)C1=O. Procedure details: Under a nitrogen atmosphere, a 2M-lithium diisopropylamide solution (7.32 ml, 0.0146 mmol) was added dropwise to a solution of methyl cis-3-methoxycyclohexane-carboxylate (1.80 g, 0.0105 mol) in tetrahydrofuran (36 ml) at −78° C. over a period of 15 minutes. After 3 hours, a solution of methyl iodide (4.45 g, 0.0314 mmol) in tetrahydrofuran (9 ml) was added dropwise thereto over a period of 20 minutes, and the resulting mixture was slowly warmed up to 0° C. After 3 hours, a saturated aqueous amm... Reactants: CI (methyl iodide), [NH4+] (ammonium), C(C)(C)[N-]C(C)C.[Li+] (lithium diisopropylamide), CO[C@H]1C[C@H](CCC1)C(=O)OC (methyl cis-3-methoxycyclohexane-carboxylate). Reaction SMILES: [CH:1]([N-]C(C)C)(C)C.[Li+].[CH3:9][O:10][C@@H:11]1[CH2:16][CH2:15][CH2:14][C@H:13]([C:17]([O:19][CH3:20])=[O:18])[CH2:12]1.CI.[NH4+]>O1CCCC1.O>[CH3:9][O:10][CH:11]1[CH2:16][CH2:15][CH2:14][C:13]([CH3:1])([C:17]([O:19][CH3:20])=[O:18])[CH2:12]1 |f:0.1|. Product: COC1CC(CCC1)(C(=O)OC)C (methyl 3-methoxy-1-methylcyclohexanecarboxylate). Run at temperature 0 celsius, time 3 hour. Solvent: O1CCCC1 (tetrahydrofuran), O (water), O1CCCC1 (tetrahydrofuran).